From a dataset of the Open Reaction Database (ORD), a public repository of structured organic reaction records. describe an organic reaction: reactants, conditions, products, and yield Reactants: CCOC(=O)C=Cc1ccc(N2CCCCCC2)cc1, CCO, [Pd]. The product is CCOC(=O)CCc1ccc(N2CCCCCC2)cc1. RXN SMILES: [CH2:1]([CH3:2])[O:3][C:4]([CH:5]=[CH:6][c:7]1[cH:8][cH:9][c:10]([N:13]2[CH2:14][CH2:15][CH2:16][CH2:17][CH2:18][CH2:19]2)[cH:11][cH:12]1)=[O:20].[CH3:21][CH2:22][OH:23].[Pd:24]>>[CH2:1]([CH3:2])[O:3][C:4]([CH2:5][CH2:6][c:7]1[cH:8][cH:9][c:10]([N:13]2[CH2:14][CH2:15][CH2:16][CH2:17][CH2:18][CH2:19]2)[cH:11][cH:12]1)=[O:20].